From a dataset of the Open Reaction Database (ORD), a public repository of structured organic reaction records. describe an organic reaction: reactants, conditions, products, and yield Starting materials: C(CCCCCCCCCCCCCCC)OC1=CC=C(C=C1)O (4-(Hexadecyloxy)phenol), BrCC(=O)OC (methyl bromoacetate), C([O-])([O-])=O.[K+].[K+] (potassium carbonate), CC(=O)C (acetone). The solvent is C(Cl)(Cl)Cl (chloroform). The product is COC(COC1=CC=C(C=C1)OCCCCCCCCCCCCCCCC)=O ([4-(Hexadecyloxy)phenoxy]acetic acid methyl ester). The yield is 89.4%. RXN SMILES: [CH2:1]([O:17][C:18]1[CH:23]=[CH:22][C:21]([OH:24])=[CH:20][CH:19]=1)[CH2:2][CH2:3][CH2:4][CH2:5][CH2:6][CH2:7][CH2:8][CH2:9][CH2:10][CH2:11][CH2:12][CH2:13][CH2:14][CH2:15][CH3:16].Br[CH2:26][C:27]([O:29][CH3:30])=[O:28].C(=O)([O-])[O-].[K+].[K+].CC(C)=O>C(Cl)(Cl)Cl>[CH3:30][O:29][C:27](=[O:28])[CH2:26][O:24][C:21]1[CH:22]=[CH:23][C:18]([O:17][CH2:1][CH2:2][CH2:3][CH2:4][CH2:5][CH2:6][CH2:7][CH2:8][CH2:9][CH2:10][CH2:11][CH2:12][CH2:13][CH2:14][CH2:15][CH3:16])=[CH:19][CH:20]=1 |f:2.3.4|. Reported procedure: A mixture of 23 g of product from Example 84, 13.15 g of methyl bromoacetate, 10.45 g of potassium carbonate and 200 ml of acetone is heated at reflux for 24 hours. The reaction is cooled, chloroform added, filtered and concentrated. The residue is recrystallized from hexane to give 25 g of the desired product as a white solid. Reactants: ClCCl, CC(=O)OC(C)=O, ClC(Cl)Cl, c1csc(-c2ccc(-c3cccs3)[nH]2)c1. Yields the product CC(=O)c1cc(-c2cccs2)[nH]c1-c1cccs1. As a reaction SMILES: [CH2:23]([Cl:24])[Cl:25].[CH3:1][C:2](=[O:3])[O:4][C:5](=[O:6])[CH3:7].[CH:26]([Cl:27])([Cl:28])[Cl:29].[s:8]1[c:9](-[c:13]2[nH:14][c:15](-[c:18]3[s:19][cH:20][cH:21][cH:22]3)[cH:16][cH:17]2)[cH:10][cH:11][cH:12]1>>[CH3:1][C:2](=[O:3])[c:16]1[c:15](-[c:18]2[s:19][cH:20][cH:21][cH:22]2)[nH:14][c:13](-[c:9]2[s:8][cH:12][cH:11][cH:10]2)[cH:17]1. Starting materials: OC1=CC=C(C=C1)CCO (4-hydroxybenzenethanol), BrCCC(C(=O)OCC)NC(=O)OCC1=CC=CC=C1 (ethyl 4-bromo-2-[[(phenylmethoxy)carbonyl]amino]butanoate), C(=O)([O-])[O-].[Cs+].[Cs+] (Cs2CO3). Run in C(C)#N (acetonitrile). Product: OCC1=CC=C(C=C1)OCC[C@H](NC(=O)OCC1=CC=CC=C1)C(=O)OCC (Ethyl O-[4-(Hydroxymethyl)phenyl]-N-[(phenylmethoxy)carbonyl]-homoserinate). Isolated yield 81.7%. As a reaction SMILES: [OH:1][C:2]1[CH:7]=[CH:6][C:5]([CH2:8]CO)=[CH:4][CH:3]=1.Br[CH2:12][CH2:13][CH:14]([NH:20][C:21]([O:23][CH2:24][C:25]1[CH:30]=[CH:29][CH:28]=[CH:27][CH:26]=1)=[O:22])[C:15]([O:17][CH2:18][CH3:19])=[O:16].C([O-])([O-])=[O:32].[Cs+].[Cs+]>C(#N)C>[OH:32][CH2:8][C:5]1[CH:4]=[CH:3][C:2]([O:1][CH2:12][CH2:13][C@@H:14]([C:15]([O:17][CH2:18][CH3:19])=[O:16])[NH:20][C:21]([O:23][CH2:24][C:25]2[CH:30]=[CH:29][CH:28]=[CH:27][CH:26]=2)=[O:22])=[CH:7][CH:6]=1 |f:2.3.4|. Reported procedure: The mixture constituted by 690 mg of 4-hydroxybenzenethanol, 1.72 g of ethyl 4-bromo-2-[[(phenylmethoxy)carbonyl]amino]butanoate and 1.63 g of Cs2CO3 in 100 ml of acetonitrile is heated under reflux or 45 minutes, the solid is filtered, washed with dichloromethane then the filtrate is evaporated under reduced pressure until 2.6 g of crude product is obtained which is purified by chromatography on a silica column (Kieselgel 60; 40-63 μm) eluting with a dichloromethane/methanol mixture 9/5. 1.58 g... Reactants: CC(=O)c1ccc(N2CCC3(CCN(S(=O)(=O)c4ccccc4Cl)CC3)C2=O)cc1, CCCC[N+](CCCC)(CCCC)CCCC, C1CCOC1, Cl, [F-], C[Si](C)(C)C(F)(F)F. The product is CC(O)(c1ccc(N2CCC3(CCN(S(=O)(=O)c4ccccc4Cl)CC3)C2=O)cc1)C(F)(F)F. As a reaction SMILES: [C:1]([CH3:2])(=[O:3])[c:4]1[cH:5][cH:6][c:7]([N:10]2[C:11](=[O:30])[C:12]3([CH2:13][CH2:14]2)[CH2:15][CH2:16][N:17]([S:20](=[O:21])(=[O:22])[c:23]2[c:24]([Cl:29])[cH:25][cH:26][cH:27][cH:28]2)[CH2:18][CH2:19]3)[cH:8][cH:9]1.[CH2:40]([N+:41]([CH2:42][CH2:43][CH2:44][CH3:45])([CH2:46][CH2:47][CH2:48][CH3:49])[CH2:50][CH2:51][CH2:52][CH3:53])[CH2:54][CH2:55][CH3:56].[CH2:58]1[O:59][CH2:60][CH2:61][CH2:62]1.[ClH:57].[F-:39].[F:31][C:32]([F:33])([F:34])[Si:35]([CH3:36])([CH3:37])[CH3:38]>>[C:1]([CH3:2])([OH:3])([c:4]1[cH:5][cH:6][c:7]([N:10]2[C:11](=[O:30])[C:12]3([CH2:13][CH2:14]2)[CH2:15][CH2:16][N:17]([S:20](=[O:21])(=[O:22])[c:23]2[c:24]([Cl:29])[cH:25][cH:26][cH:27][cH:28]2)[CH2:18][CH2:19]3)[cH:8][cH:9]1)[C:32]([F:31])([F:33])[F:34]. The reactants are ClC1=C(C=NN1C1=CC=C(C=C1)Br)C(=O)OCC (5-chloro-1-(4-bromophenyl)-1H-pyrazole-4-carboxylic acid, ethyl ester), [C-]#N.[Na+] (sodium cyanide), ice water. Run in CN(C)C=O (DMF). Product: C(#N)C1=C(C=NN1C1=CC=C(C=C1)Br)C(=O)OCC (5-cyano-1-(4-bromophenyl)-1H-pyrazole-4-carboxylic acid, ethyl ester). Isolated yield 82.7%. RXN SMILES: Cl[C:2]1[N:6]([C:7]2[CH:12]=[CH:11][C:10]([Br:13])=[CH:9][CH:8]=2)[N:5]=[CH:4][C:3]=1[C:14]([O:16][CH2:17][CH3:18])=[O:15].[C-:19]#[N:20].[Na+]>CN(C=O)C>[C:19]([C:2]1[N:6]([C:7]2[CH:12]=[CH:11][C:10]([Br:13])=[CH:9][CH:8]=2)[N:5]=[CH:4][C:3]=1[C:14]([O:16][CH2:17][CH3:18])=[O:15])#[N:20] |f:1.2|. Procedure: A solution of 6.6 g of 5-chloro-1-(4-bromophenyl)-1H-pyrazole-4-carboxylic acid, ethyl ester in 30 ml of DMF with 2 g of sodium cyanide was heated at approximately 95° C. for 3 hours. The reaction mixture was poured into ice water and the precipitated solid was collected by filtration. The product was recrystallized from 3 A alcohol to afford 5.3 g of 5-cyano-1-(4-bromophenyl)-1H-pyrazole-4-carboxylic acid, ethyl ester. MP=104°-105° C. Reactants: CC(=O)Nc1ccc2c(c1[N+](=O)[O-])CCCC2=O, Cl, [NH4+], [OH-]. Yields the product Nc1ccc2c(c1[N+](=O)[O-])CCCC2=O. Reaction SMILES: [C:1](=[O:2])([CH3:3])[NH:4][c:5]1[c:6]([N+:16](=[O:17])[O-:18])[c:7]2[c:12]([cH:13][cH:14]1)[C:11](=[O:15])[CH2:10][CH2:9][CH2:8]2.[ClH:21].[NH4+:19].[OH-:20]>>[NH2:4][c:5]1[c:6]([N+:16](=[O:17])[O-:18])[c:7]2[c:12]([cH:13][cH:14]1)[C:11](=[O:15])[CH2:10][CH2:9][CH2:8]2. Starting materials: C(C)OC(=O)C1=C(C2=CC(=CC=C2C=C1)OC)C1=CC(=CC=C1)OC (7-methoxy-1-(3-methoxyphenyl)-2-naphthalenecarboxylic acid ethyl ester). The solvent is CO (methanol), [OH-].[K+] (potassium hydroxide). Yields the product COC1=CC=C2C=CC(=C(C2=C1)C1=CC(=CC=C1)OC)C(=O)O (7-methoxy-1-(3-methoxyphenyl)-2-naphthalenecarboxylic acid). Yield: 103.8%. As a reaction SMILES: C([O:3][C:4]([C:6]1[CH:15]=[CH:14][C:13]2[C:8](=[CH:9][C:10]([O:16][CH3:17])=[CH:11][CH:12]=2)[C:7]=1[C:18]1[CH:23]=[CH:22][CH:21]=[C:20]([O:24][CH3:25])[CH:19]=1)=[O:5])C>CO.[OH-].[K+]>[CH3:17][O:16][C:10]1[CH:9]=[C:8]2[C:13]([CH:14]=[CH:15][C:6]([C:4]([OH:5])=[O:3])=[C:7]2[C:18]2[CH:23]=[CH:22][CH:21]=[C:20]([O:24][CH3:25])[CH:19]=2)=[CH:12][CH:11]=1 |f:2.3|. Procedure: A solution of crude 7-methoxy-1-(3-methoxyphenyl)-2-naphthalenecarboxylic acid ethyl ester (4.1 g) in a mixture of methanol (20 mL) and 4N potassium hydroxide (5 mL) was heated at reflux for 3 hours. After the methanol was evaporated off, the reaction was diluted with water and extracted with ether (2×25 mL). The aqueous layer was acidified, extracted with dichloromethane (3×25 mL) and the dried (MgSO4) extracts evaporated to give 3.9 g of crude 7-methoxy-1-(3-methoxyphenyl)-2-naphthalenecarboxy... Starting materials: C1(=CC=CC2=CC=CC=C12)C(C)(O)C=1N=CN(C1)C(C1=CC=CC=C1)(C1=CC=CC=C1)C1=CC=CC=C1 (1-Naphthalen-1-yl-1-(1-trityl-1H-imidazol-4-yl)-ethanol), [OH-].[Na+] (NaOH). Run in C(C)(=O)O.O (acetic acid water). The product is C1(=CC=CC2=CC=CC=C12)C(=C)C=1N=CNC1 (4-(1-naphthalen-1-yl-vinyl)-1H-imidazole). As a reaction SMILES: [C:1]1([C:11]([C:14]2[N:15]=[CH:16][N:17](C(C3C=CC=CC=3)(C3C=CC=CC=3)C3C=CC=CC=3)[CH:18]=2)(O)[CH3:12])[C:10]2[C:5](=[CH:6][CH:7]=[CH:8][CH:9]=2)[CH:4]=[CH:3][CH:2]=1.[OH-].[Na+]>C(O)(=O)C.O>[C:1]1([C:11]([C:14]2[N:15]=[CH:16][NH:17][CH:18]=2)=[CH2:12])[C:10]2[C:5](=[CH:6][CH:7]=[CH:8][CH:9]=2)[CH:4]=[CH:3][CH:2]=1 |f:1.2,3.4|. Procedure: 1-Naphthalen-1-yl-1-(1-trityl-1H-imidazol-4-yl)-ethanol (Intermediate H1) in acetic acid:water (˜2:1) was heated to 100° C. for 1 h. The mixture was basified with 1 M NaOH and extracted (6×) with CHCl3:iPrOH (3:1). The organic solution was dried over MgSO4, filtered, and concentrated onto silica gel. The material was eluted from a column of silica with 5% NH3-MeOH:CH2Cl2 to give 4-(1-naphthalen-1-yl-vinyl)-1H-imidazole. Starting materials: BrC1=CC2=C(N=C3CCCCC3=C2C=C1OC)O[C@@H]1C[C@H](N(C1)C(=O)OC(C)(C)C)C(=O)O ((4R)-4-[(8-bromo-9-methoxy-1,2,3,4-tetrahydrophenanthridin-6-yl)oxy]-1-(tert-butoxycarbonyl)-L-proline), BrC1=CC2=C(N=C3CCCCC3=C2C=C1OC)O[C@@H]1C[C@H](N(C1)C(=O)OC(C)(C)C)C(=O)O ((4R)-4-[(8-bromo-9-methoxy-1,2,3,4-tetrahydrophenanthridin-6-yl)oxy]-1-(tert-butoxycarbonyl)-L-proline), Cl (HCl), CCO (EtOH). Reaction conditions: time 2 day. Yields the product Cl.BrC1=CC2=C(N=C3CCCCC3=C2C=C1OC)O[C@@H]1C[C@H](NC1)C(=O)OCC (ethyl (4R)-4-[(8-bromo-9-methoxy-1,2,3,4-tetrahydrophenanthridin-6-yl)oxy]-L-prolinate hydrochloride). As a reaction SMILES: [Br:1][C:2]1[C:15]([O:16][CH3:17])=[CH:14][C:13]2[C:4](=[C:5]([O:18][C@H:19]3[CH2:23][N:22](C(OC(C)(C)C)=O)[C@H:21]([C:31]([OH:33])=[O:32])[CH2:20]3)[N:6]=[C:7]3[C:12]=2[CH2:11][CH2:10][CH2:9][CH2:8]3)[CH:3]=1.[ClH:34].[CH3:35][CH2:36]O>>[ClH:34].[Br:1][C:2]1[C:15]([O:16][CH3:17])=[CH:14][C:13]2[C:4](=[C:5]([O:18][C@H:19]3[CH2:23][NH:22][C@H:21]([C:31]([O:33][CH2:35][CH3:36])=[O:32])[CH2:20]3)[N:6]=[C:7]3[C:12]=2[CH2:11][CH2:10][CH2:9][CH2:8]3)[CH:3]=1 |f:3.4|. Procedure details: To a solution of the product from Step 1, (4R)-4-[(8-bromo-9-methoxy-1,2,3,4-tetrahydrophenanthridin-6-yl)oxy]-1-(tert-butoxycarbonyl)-L-proline (500 mg, 0.96 mmol) in EtOH (80 mL) was bubbled HCl (g) for 30 min. The mixture was then stirred for 2 days at r.t. and then the solvent was removed in vacuo to yield the title compound. LRMS (M+H)+=448.9.